This data is from the Open Reaction Database (ORD), a public repository of structured organic reaction records. The task is: describe an organic reaction: reactants, conditions, products, and yield Starting materials: COC(=O)CC(=O)NC=1C=NC=CC1C(=O)O (3-[2-(Methoxycarbonyl)acetylamino]pyridine-4-carboxylic Acid), C1(=C(C=CC=C1)N)N (1,2-phenylenediamine). Conditions: temperature 150 celsius. Product: N1C(=NC2=C1C=CC=C2)C=2C(NC1=CN=CC=C1C2O)=O (3-(1H-Benzoimidazol-2-yl)-4-hydroxy-1H-[1,7]naphthyridin-2-one). RXN SMILES: CO[C:3]([CH2:5][C:6]([NH:8][C:9]1[CH:10]=[N:11][CH:12]=[CH:13][C:14]=1[C:15]([OH:17])=O)=[O:7])=O.[C:18]1([NH2:25])[CH:23]=[CH:22][CH:21]=[CH:20][C:19]=1[NH2:24]>>[NH:24]1[C:19]2[CH:20]=[CH:21][CH:22]=[CH:23][C:18]=2[N:25]=[C:3]1[C:5]1[C:6](=[O:7])[NH:8][C:9]2[C:14]([C:15]=1[OH:17])=[CH:13][CH:12]=[N:11][CH:10]=2. Procedure details: 3-[2-(Methoxycarbonyl)acetylamino]pyridine-4-carboxylic Acid (1.1 equivalents) was combined with 1,2-phenylenediamine (1.0 equivalent) and heated at 150° C. for 3 hours. The crude product was purified by reversed-phase HPLC (DMSO/5% TFA). LC/MS m/z 279.3 (MH+), Rt 1.73 minutes. Starting materials: C(CC)N(C1CC2=CC(=C(C=C2C1)C(=O)[O-])C(=O)[O-])CCC (2-(dipropylamino)-2,3-dihydro-1H-indene-5,6-dicarboxylate), ClC1=CC=C(CN)C=C1 (4-chlorobenzylamine), Cl (HCl). The product is ClC1=CC=C(C=C1)CN1C(C=2C=C3C(=CC2C1=O)CC(C3)N(CCC)CCC)=O (2-[(4-Chlorophenyl)methyl]-6-(dipropylamino)-6,7-dihydrocyclopent[f]isoindole-1,3(2H,5H)-dione). RXN SMILES: [CH2:1]([N:4]([CH2:20][CH2:21][CH3:22])[CH:5]1[CH2:13][C:12]2[C:7](=[CH:8][C:9]([C:17]([O-:19])=O)=[C:10]([C:14]([O-])=[O:15])[CH:11]=2)[CH2:6]1)[CH2:2][CH3:3].[Cl:23][C:24]1[CH:31]=[CH:30][C:27]([CH2:28][NH2:29])=[CH:26][CH:25]=1.Cl>>[Cl:23][C:24]1[CH:31]=[CH:30][C:27]([CH2:28][N:29]2[C:14](=[O:15])[C:10]3[CH:11]=[C:12]4[CH2:13][CH:5]([N:4]([CH2:20][CH2:21][CH3:22])[CH2:1][CH2:2][CH3:3])[CH2:6][C:7]4=[CH:8][C:9]=3[C:17]2=[O:19])=[CH:26][CH:25]=1. Reported procedure: Using procedure 49, 2-(dipropylamino)-2,3-dihydro-1H-indene-5,6-dicarboxylate (92, 0.35 g, 1.0 mmol) was treated with 4-chlorobenzylamine (0.17 mL, 1.4 mmol). Purification using silica gel, eluting with 5:1 hexane/acetone, afforded an oil that was converted to an HCl salt and recrystallized from hot MeOH/EtOAc to give 102 as a white solid (m.p. 260-261° C.). The reactants are p-thiomethylphenyl acetyl chloride, COC1=CC=C(C=C1)CC(=O)Cl (p-methoxyphenyl acetyl chloride), COC1=CC=C(C=C1)C=C=C(C(=O)OCC)C (ethyl 4-(p-methoxyphenyl)-2-methyl-buta-2,3-dienoate). Yields the product COC1=CC=C(C=C1)C=C=C(C(=O)O)C (4-(p-methoxyphenyl)-2-methyl-buta-2,3-dienoic acid). Reaction SMILES: COC1C=CC(CC(Cl)=O)=CC=1.[CH3:13][O:14][C:15]1[CH:20]=[CH:19][C:18]([CH:21]=[C:22]=[C:23]([CH3:29])[C:24]([O:26]CC)=[O:25])=[CH:17][CH:16]=1>>[CH3:13][O:14][C:15]1[CH:16]=[CH:17][C:18]([CH:21]=[C:22]=[C:23]([CH3:29])[C:24]([OH:26])=[O:25])=[CH:19][CH:20]=1. Reported procedure: Repeating the procedure of Example 1 but replacing the p-thiomethylphenyl acetyl chloride with an equivalent amount of p-methoxyphenyl acetyl chloride, there is similarly obtained ethyl 4-(p-methoxyphenyl)-2-methyl-buta-2,3-dienoate, which when treated according to the procedure of Example 2, yields 4-(p-methoxyphenyl)-2-methyl-buta-2,3-dienoic acid (m.p. 105° - 108° from ether/pentane).